describe an organic reaction: reactants, conditions, products, and yield From a dataset of the Open Reaction Database (ORD), a public repository of structured organic reaction records. Reactants: Intermediate 19, BrC=1C(=C(C=CC1)CO)F ((3-bromo-2-fluorophenyl)methanol), BrC=1C(=C(C=CC1)CO)F ((3-bromo-2-fluorophenyl)methanol), C(C)(C)(C)OC(COC1=C(C=C(C=C1)Cl)C#C)=O (tert-butyl(4-chloro-2-ethynylphenoxy)acetate), C(C)(C)(C)OC(COC1=C(C=C(C=C1)Cl)C#C)=O (tert-butyl(4-chloro-2-ethynylphenoxy)acetate). The product is C(C)(C)(C)OC(COC1=C(C=C(C=C1)Cl)C#CC1=C(C(=CC=C1)CO)F)=O (tert-butyl(4-chloro-2-{[2-fluoro-3-(hydroxymethyl)phenyl]ethynyl}phenoxy)acetate). RXN SMILES: [C:1]([O:5][C:6](=[O:18])[CH2:7][O:8][C:9]1[CH:14]=[CH:13][C:12]([Cl:15])=[CH:11][C:10]=1[C:16]#[CH:17])([CH3:4])([CH3:3])[CH3:2].Br[C:20]1[C:21]([F:28])=[C:22]([CH2:26][OH:27])[CH:23]=[CH:24][CH:25]=1>>[C:1]([O:5][C:6](=[O:18])[CH2:7][O:8][C:9]1[CH:14]=[CH:13][C:12]([Cl:15])=[CH:11][C:10]=1[C:16]#[C:17][C:20]1[CH:25]=[CH:24][CH:23]=[C:22]([CH2:26][OH:27])[C:21]=1[F:28])([CH3:4])([CH3:3])[CH3:2]. Procedure: Following the general method as outlined in Intermediate 19, starting from tert-butyl(4-chloro-2-ethynylphenoxy)acetate (Intermediate 3) and (3-bromo-2-fluorophenyl)methanol (Intermediate 11), the title compound was obtained as a dark brown sticky solid after purification by flash column chromatography (silica), eluting with cyclohexane containing increasing amounts of EtOAc.